From a dataset of the Open Reaction Database (ORD), a public repository of structured organic reaction records. describe an organic reaction: reactants, conditions, products, and yield Starting materials: C(C)(C)(C)OC(=O)N1C(CC(C1)OCC1=CC=CC=C1)C(O[SiH2]C(C)(C)C)(C)C (4-benzyloxy-2-(t-butyl-dimethyl-silanyloxymethyl)-pyrrolidine-1-carboxylic acid t-butyl ester). Run in C(C)(=O)OCC (ethyl acetate). Reaction conditions: time 12 hour. Product: C(C)(C)(C)OC(=O)N1C(CC(C1)O)C(O[SiH2]C(C)(C)C)(C)C (2-(t-Butyl-dimethyl-silanyloxymethyl)-4-hydroxy-pyrrolidine-1-carboxylic acid t-butyl ester). Reaction SMILES: [C:1]([O:5][C:6]([N:8]1[CH2:12][CH:11]([O:13]CC2C=CC=CC=2)[CH2:10][CH:9]1[C:21]([CH3:29])([CH3:28])[O:22][SiH2:23][C:24]([CH3:27])([CH3:26])[CH3:25])=[O:7])([CH3:4])([CH3:3])[CH3:2]>C(OCC)(=O)C>[C:1]([O:5][C:6]([N:8]1[CH2:12][CH:11]([OH:13])[CH2:10][CH:9]1[C:21]([CH3:29])([CH3:28])[O:22][SiH2:23][C:24]([CH3:27])([CH3:26])[CH3:25])=[O:7])([CH3:4])([CH3:3])[CH3:2]. Procedure: The 4-benzyloxy-2-(t-butyl-dimethyl-silanyloxymethyl)-pyrrolidine-1-carboxylic acid t-butyl ester (267.49 mg, 0.63 mmol) was taken up in ethyl acetate in a Paar vessel. The solution was flushed with argon and Pd/C (100 mg) was added to the vessel. The argon atmosphere was replaced by hydrogen at 50 psi. The vessel was shaken for 12 h. The hydrogen atmosphere was replaced by argon and the solution was filtered through a celite pad. The pad was washed twice with ethyl acetate. The solvent was remo... Reactants: O=C([O-])[O-], CCS, CC#N, O=c1c(Cl)c(Cl)cnn1-c1cc(-c2ccnc(Nc3cccc(Cl)c3)n2)ccn1, [K+], [K+]. Product: CCSc1cnn(-c2cc(-c3ccnc(Nc4cccc(Cl)c4)n3)ccn2)c(=O)c1Cl. As a reaction SMILES: [C:33](=[O:34])([O-:35])[O-:36].[CH2:30]([CH3:31])[SH:32].[CH3:39][C:40]#[N:41].[Cl:1][c:2]1[c:3](=[O:29])[n:4](-[c:9]2[n:10][cH:11][cH:12][c:13](-[c:15]3[n:16][c:17]([NH:21][c:22]4[cH:23][c:24]([Cl:28])[cH:25][cH:26][cH:27]4)[n:18][cH:19][cH:20]3)[cH:14]2)[n:5][cH:6][c:7]1[Cl:8].[K+:37].[K+:38]>>[Cl:1][c:2]1[c:3](=[O:29])[n:4](-[c:9]2[n:10][cH:11][cH:12][c:13](-[c:15]3[n:16][c:17]([NH:21][c:22]4[cH:23][c:24]([Cl:28])[cH:25][cH:26][cH:27]4)[n:18][cH:19][cH:20]3)[cH:14]2)[n:5][cH:6][c:7]1[S:32][CH2:30][CH3:31]. The reactants are Cl.C1(=CC=CC=C1)C1(CC[C@@]([C@@H]2CNC[C@H]12)(O)C1=C(C=CC=C1)OC)C1=CC=CC=C1 ((3aS,4S,7aS)-7,7-diphenyl-4-(2-methoxyphenyl)perhydroisoindol-4-ol hydrochloride), COC=1C=C2C(=CNC2=CC1)CC(=O)O ((5-methoxy-3-indolyl)acetic acid). Yields the product C1(=CC=CC=C1)C1(CC[C@@]([C@@H]2CN(C[C@H]12)C(CC1=CNC2=CC=C(C=C12)OC)=O)(O)C1=C(C=CC=C1)OC)C1=CC=CC=C1 ((3aS,4S,7aS)-7,7-diphenyl-2-[(5-methoxy-3-indolyl)acetyl]-4-(2-methoxyphenyl)perhydroisoindol-4-ol). Isolated yield 61.3%. RXN SMILES: Cl.[C:2]1([C:8]2([C:26]3[CH:31]=[CH:30][CH:29]=[CH:28][CH:27]=3)[C@@H:16]3[C@@H:12]([CH2:13][NH:14][CH2:15]3)[C@@:11]([C:18]3[CH:23]=[CH:22][CH:21]=[CH:20][C:19]=3[O:24][CH3:25])([OH:17])[CH2:10][CH2:9]2)[CH:7]=[CH:6][CH:5]=[CH:4][CH:3]=1.[CH3:32][O:33][C:34]1[CH:35]=[C:36]2[C:40](=[CH:41][CH:42]=1)[NH:39][CH:38]=[C:37]2[CH2:43][C:44](O)=[O:45]>>[C:26]1([C:8]2([C:2]3[CH:3]=[CH:4][CH:5]=[CH:6][CH:7]=3)[C@@H:16]3[C@@H:12]([CH2:13][N:14]([C:44](=[O:45])[CH2:43][C:37]4[C:36]5[C:40](=[CH:41][CH:42]=[C:34]([O:33][CH3:32])[CH:35]=5)[NH:39][CH:38]=4)[CH2:15]3)[C@@:11]([C:18]3[CH:23]=[CH:22][CH:21]=[CH:20][C:19]=3[O:24][CH3:25])([OH:17])[CH2:10][CH2:9]2)[CH:31]=[CH:30][CH:29]=[CH:28][CH:27]=1 |f:0.1|. Reported procedure: By working in accordance with Example 4, starting from 0.8 g of (3aS,4S,7aS)-7,7-diphenyl-4-(2-methoxyphenyl)perhydroisoindol-4-ol hydrochloride and 0.41 g of (5-methoxy-3-indolyl)acetic acid, 0.66 g of (3aS,4S,7aS)-7,7-diphenyl-2-[(5-methoxy-3-indolyl)acetyl]-4-(2-methoxyphenyl)perhydroisoindol-4-ol is obtained in the form of a beige foam. Starting materials: ClC(C(C)(C)OC(=O)N1C2CN(CC1C(=C(C2)C2=CC=C(C=C2)OCCOC2=C(C=CC(=C2)F)Cl)C(=O)O)C(C)=O)(Cl)Cl (3-Acetyl-7-{4-[2-(2-chloro-5-fluorophenoxy)ethoxy]phenyl}-3,9-diazabicyclo-[3.3.1]non-6-ene-6,9-dicarboxylic acid 9-(2,2,2-trichloro-1,1-dimethylethyl) ester), C1(CC1)NCC1=CC(=CC=C1)OC (cyclopropyl-(3-methoxybenzyl)amine). The product is C(=O)O.C1(CC1)N(C(=O)C=1[C@H]2CN(C[C@@H](CC1C1=CC=C(C=C1)OCCOC1=C(C=CC(=C1)F)Cl)N2)C(C)=O)CC2=CC(=CC=C2)OC ((rac.)-(1R*,5S*)-3-Acetyl-7-{4-[2-(2-chloro-5-fluorophenoxy)ethoxy]-phenyl}-3,9-diazabicyclo[3.3.1]non-6-ene-6-carboxylic acid cyclopropyl-(3-methoxybenzyl)amide formate salt). As a reaction SMILES: ClC(Cl)(Cl)C([O:6][C:7]([N:9]1[CH:14]2[C:15]([C:36](O)=[O:37])=[C:16]([C:18]3[CH:23]=[CH:22][C:21]([O:24][CH2:25][CH2:26][O:27][C:28]4[CH:33]=[C:32]([F:34])[CH:31]=[CH:30][C:29]=4[Cl:35])=[CH:20][CH:19]=3)[CH2:17][CH:10]1[CH2:11][N:12]([C:39](=[O:41])[CH3:40])[CH2:13]2)=[O:8])(C)C.[CH:44]1([NH:47][CH2:48][C:49]2[CH:54]=[CH:53][CH:52]=[C:51]([O:55][CH3:56])[CH:50]=2)[CH2:46][CH2:45]1>>[CH:7]([OH:8])=[O:6].[CH:44]1([N:47]([CH2:48][C:49]2[CH:54]=[CH:53][CH:52]=[C:51]([O:55][CH3:56])[CH:50]=2)[C:36]([C:15]2[C@@H:14]3[NH:9][C@H:10]([CH2:17][C:16]=2[C:18]2[CH:23]=[CH:22][C:21]([O:24][CH2:25][CH2:26][O:27][C:28]4[CH:33]=[C:32]([F:34])[CH:31]=[CH:30][C:29]=4[Cl:35])=[CH:20][CH:19]=2)[CH2:11][N:12]([C:39](=[O:41])[CH3:40])[CH2:13]3)=[O:37])[CH2:46][CH2:45]1 |f:2.3|. Procedure: Synthesized according to typical procedures H and E from bicyclononene BN10 and cyclopropyl-(3-methoxybenzyl)amine. LC-MS: Rt=0.87; ES+: 634.27. Reactants: COc1ccc(C(C)(C)C)cc1, O=[N+]([O-])O. The product is COc1ccc(C(C)(C)C)cc1[N+](=O)[O-]. Reaction SMILES: [C:1]([CH3:2])([CH3:3])([CH3:4])[c:5]1[cH:6][cH:7][c:8]([O:11][CH3:12])[cH:9][cH:10]1.[OH:13][N+:14]([O-:15])=[O:16]>>[C:1]([CH3:2])([CH3:3])([CH3:4])[c:5]1[cH:6][cH:7][c:8]([O:11][CH3:12])[c:9]([N+:14](=[O:13])[O-:15])[cH:10]1. Starting materials: BrC=1C=C(C=CC1)C1=NC=2C(=NC=CC2)N1CC(=O)O (2-(3-bromophenyl)-3H-imidazo[4,5-b]pyridine-3-acetic acid), C(=O)(N1C=NC=C1)N1C=NC=C1 (1,1'-carbonyldiimidazole), C(CC)NCCC (di-n-propylamine). The solvent is O1CCCC1 (tetrahydrofuran). Reaction conditions: time 4 hour. The product is BrC=1C=C(C=CC1)C1=NC=2C(=NC=CC2)N1CC(=O)N(CCC)CCC (2-(3-Bromophenyl)-N,N-dipropyl-3H-imidazo[4,5-b]pyridine-3-acetamide). As a reaction SMILES: [Br:1][C:2]1[CH:3]=[C:4]([C:8]2[N:16]([CH2:17][C:18]([OH:20])=O)[C:11]3=[N:12][CH:13]=[CH:14][CH:15]=[C:10]3[N:9]=2)[CH:5]=[CH:6][CH:7]=1.C(N1C=CN=C1)(N1C=CN=C1)=O.[CH2:33]([NH:36][CH2:37][CH2:38][CH3:39])[CH2:34][CH3:35]>O1CCCC1>[Br:1][C:2]1[CH:3]=[C:4]([C:8]2[N:16]([CH2:17][C:18]([N:36]([CH2:37][CH2:38][CH3:39])[CH2:33][CH2:34][CH3:35])=[O:20])[C:11]3=[N:12][CH:13]=[CH:14][CH:15]=[C:10]3[N:9]=2)[CH:5]=[CH:6][CH:7]=1. Procedure details: Under nitrogen bubbling, a mixture of 2-(3-bromophenyl)-3H-imidazo[4,5-b]pyridine-3-acetic acid (4.98 g, 0.015 mole) and 1,1'-carbonyldiimidazole (2.59 g, 0.016 mole) in 120 ml of tetrahydrofuran was stirred at room temperature for 4 hrs. The di-n-propylamine (3.04 g, 0.03 mole) was added and the reaction mixture was heated at reflux for (65° C.) for 8-9 hrs. The reaction mixture was filtered and the filtrate was evaporated to an oil, which was placed under high vacuum for 3 hrs. The solid resid... The reactants are C(C)OCC (Diethyl ether), BrCC(=O)C=1SC(=CC1)C (2-bromo-1-(5-methylthien-2-yl)ethanone), aforesaid dark liquid, C1N2CN3CN1CN(C2)C3 (hexamethylene tetramine). Run in C(Cl)(Cl)Cl (chloroform), C(Cl)Cl (methylene chloride). Run at time 3 day. The product is [Br-].O=C(C[N+]12CN3CN(CN(C1)C3)C2)C=2SC(=CC2)C (1-[2-oxo-2-(5-methylthienyl)ethyl]-3,5,7-triaza-1-azoniatricyclo-[3,3,1,13,7 ]decane bromide). Reaction SMILES: [Br:1][CH2:2][C:3]([C:5]1[S:6][C:7]([CH3:10])=[CH:8][CH:9]=1)=[O:4].[CH2:11]1[N:16]2[CH2:17][N:18]3[CH2:20][N:14]([CH2:15]2)[CH2:13][N:12]1[CH2:19]3.C(OCC)C>C(Cl)(Cl)Cl.C(Cl)Cl>[Br-:1].[O:4]=[C:3]([C:5]1[S:6][C:7]([CH3:10])=[CH:8][CH:9]=1)[CH2:2][N+:12]12[CH2:13][N:14]3[CH2:20][N:18]([CH2:17][N:16]([CH2:15]3)[CH2:11]1)[CH2:19]2 |f:5.6|. Procedure: A mixture of 2-bromo-1-(5-methylthien-2-yl)ethanone (30.0 g of the aforesaid dark liquid) and hexamethylene tetramine (21.0 g, 0.15 mole) in chloroform (500 ml) was stirred at room temperature for three days. The solvent was removed from the reaction mixture by evaporation under reduced pressure, leaving a dark residue. This residue was stirred in warm methylene chloride. Diethyl ether was added slowly to the mixture, causing a solid to precipitate. After being cooled for several hours, the soli... Reactants: COc1cc(NC(=O)C(F)(F)F)cc(OC)c1C(C)=O, O=C([O-])[O-], CO, [K+], [K+]. The product is COc1cc(N)cc(OC)c1C(C)=O. As a reaction SMILES: [C:1]([CH3:2])(=[O:3])[c:4]1[c:5]([O:19][CH3:20])[cH:6][c:7]([NH:12][C:13](=[O:14])[C:15]([F:16])([F:17])[F:18])[cH:8][c:9]1[O:10][CH3:11].[C:21](=[O:22])([O-:23])[O-:24].[CH3:27][OH:28].[K+:25].[K+:26]>>[C:1]([CH3:2])(=[O:3])[c:4]1[c:5]([O:19][CH3:20])[cH:6][c:7]([NH2:12])[cH:8][c:9]1[O:10][CH3:11]. The reactants are BrC=1C(NC=C(C1)Br)=O (3,5-dibromo-1H-pyridin-2-one), CN(C)C=O (DMF), C([O-])([O-])=O.[K+].[K+] (potassium carbonate), CI (methyl iodide). The solvent is O (water). Reaction conditions: time 15 minute. Yields the product BrC=1C(N(C=C(C1)Br)C)=O (3,5-Dibromo-1-methyl-1H-pyridin-2-one). Yield: 84.0%. As a reaction SMILES: [Br:1][C:2]1[C:3](=[O:9])[NH:4][CH:5]=[C:6]([Br:8])[CH:7]=1.[CH3:10]N(C=O)C.C(=O)([O-])[O-].[K+].[K+].CI>O>[Br:1][C:2]1[C:3](=[O:9])[N:4]([CH3:10])[CH:5]=[C:6]([Br:8])[CH:7]=1 |f:2.3.4|. Reported procedure: A 1-L round-bottomed flask equipped with a magnetic stirrer was charged with 3,5-dibromo-1H-pyridin-2-one (7.0 g, 27.7 mmol), anhydrous DMF (280 mL) and powdered potassium carbonate (−350 mesh, 8.4 g, 61.1 mmol), and the suspension stirred for 15 min at ambient temperature. After this time, methyl iodide (4.3 g, 30.5 mmol) was added, and the mixture was stirred at room temperature under nitrogen for a further 18 h. The reaction mixture was then diluted with water (200 mL), extracted with ethyl a... Reactants: C(C1=CC=CC=C1)OC(=O)N1C[C@H]([C@@H](CC1)O)F ((±)-trans-3-fluoro-4-hydroxy-piperidine-1-carboxylic acid benzyl ester), CC(C)([O-])C.[K+] (potassium tert-butoxide), C(CCC)C=1N=NC(=CC1C1=CC=C(C=C1)OC1CCCCC1)Cl (3-butyl-6-chloro-4-(4-cyclohexyloxy-phenyl)-pyridazine). Run at temperature 40 celsius, time 8 hour. Isolated yield 34.0%. The product is C(C1=CC=CC=C1)OC(=O)N1C[C@H]([C@@H](CC1)OC=1N=NC(=C(C1)C1=CC=C(C=C1)OC1CCCCC1)CCCC)F ((±)-trans-4-[6-butyl-5-(4-cyclohexyloxy-phenyl)-pyridazin-3-yloxy]-3-fluoro-piperidine-1-carboxylic acid benzyl ester). Procedure details: To a stirred solution of (±)-trans-3-fluoro-4-hydroxy-piperidine-1-carboxylic acid benzyl ester (100 mg, 0.4 mmol) at 0° C. in THF (2 mL) was added potassium tert-butoxide (1.0 M in THF, 0.5 mmol, 0.5 mL). After 15 min 3-butyl-6-chloro-4-(4-cyclohexyloxy-phenyl)-pyridazine (120 mg, 0.34 mmol) in THF (2 mL) was added. The solution was stirred overnight at 40° C., diluted with EtOAc and washed with water. The organics were dried over sodium sulfate, filtered, concentrated, and purified by column c... Reaction SMILES: [CH2:1]([O:8][C:9]([N:11]1[CH2:16][CH2:15][C@@H:14]([OH:17])[C@H:13]([F:18])[CH2:12]1)=[O:10])[C:2]1[CH:7]=[CH:6][CH:5]=[CH:4][CH:3]=1.CC(C)([O-])C.[K+].[CH2:25]([C:29]1[N:30]=[N:31][C:32](Cl)=[CH:33][C:34]=1[C:35]1[CH:40]=[CH:39][C:38]([O:41][CH:42]2[CH2:47][CH2:46][CH2:45][CH2:44][CH2:43]2)=[CH:37][CH:36]=1)[CH2:26][CH2:27][CH3:28]>C1COCC1.CCOC(C)=O>[CH2:1]([O:8][C:9]([N:11]1[CH2:16][CH2:15][C@@H:14]([O:17][C:32]2[N:31]=[N:30][C:29]([CH2:25][CH2:26][CH2:27][CH3:28])=[C:34]([C:35]3[CH:36]=[CH:37][C:38]([O:41][CH:42]4[CH2:47][CH2:46][CH2:45][CH2:44][CH2:43]4)=[CH:39][CH:40]=3)[CH:33]=2)[C@H:13]([F:18])[CH2:12]1)=[O:10])[C:2]1[CH:3]=[CH:4][CH:5]=[CH:6][CH:7]=1 |f:1.2|. Run in C1CCOC1 (THF), C1CCOC1 (THF), CCOC(=O)C (EtOAc).